This data is from the Open Reaction Database (ORD), a public repository of structured organic reaction records. The task is: describe an organic reaction: reactants, conditions, products, and yield Reactants: NCC1=CC=C(C=C1)CCC=1N=C(SC1)NC(C)=O (N-(4-{2-[4-(aminomethyl)phenyl]ethyl}-1,3-thiazol-2-yl)acetamide), C(C)(C)(C)OC(=O)NC(=NC(=O)OC(C)(C)C)N1N=CC=C1 (N,N′-bis(tert-butoxycarbonyl)-1H-pyrazole-1-carboxamidine). The solvent is O1CCCC1 (tetrahydrofuran). Run at time 1 hour. Product: C(C)(C)(C)OC(NC(NC(OC(C)(C)C)=O)NCC1=CC=C(C=C1)CCC=1N=C(SC1)NC(C)=O)=O (di-tert-butyl{[(4-{2-[2-(acetylamino)-1,3-thiazol-4-yl]ethyl}benzyl)amino]methylidene}biscarbamate). Isolated yield 58.3%. Reaction SMILES: [NH2:1][CH2:2][C:3]1[CH:8]=[CH:7][C:6]([CH2:9][CH2:10][C:11]2[N:12]=[C:13]([NH:16][C:17](=[O:19])[CH3:18])[S:14][CH:15]=2)=[CH:5][CH:4]=1.[C:20]([O:24][C:25]([NH:27][C:28](N1C=CC=N1)=[N:29][C:30]([O:32][C:33]([CH3:36])([CH3:35])[CH3:34])=[O:31])=[O:26])([CH3:23])([CH3:22])[CH3:21]>O1CCCC1>[C:20]([O:24][C:25](=[O:26])[NH:27][CH:28]([NH:1][CH2:2][C:3]1[CH:8]=[CH:7][C:6]([CH2:9][CH2:10][C:11]2[N:12]=[C:13]([NH:16][C:17](=[O:19])[CH3:18])[S:14][CH:15]=2)=[CH:5][CH:4]=1)[NH:29][C:30](=[O:31])[O:32][C:33]([CH3:36])([CH3:35])[CH3:34])([CH3:23])([CH3:21])[CH3:22]. Reported procedure: A mixture of N-(4-{2-[4-(aminomethyl)phenyl]ethyl}-1,3-thiazol-2-yl)acetamide (20 mg) prepared in a similar manner according to Production Example 12, N,N′-bis(tert-butoxycarbonyl)-1H-pyrazole-1-carboxamidine (23 mg) and tetrahydrofuran (0.5 ml) was stirred at ambient temperature for 1 hour. The reaction mixture was concentrated in vacuo, and the residue was purified by flash column chromatography on silica-gel with chloroform as an eluent. The crystalline residue was collected and washed with d... Reactants: Cc1ccc(OCc2ccccc2)cc1B1OCC(C)(C)CO1, COCCOC, CCOC(C)=O, Nc1nc(Cl)cc(Cl)n1, [Na+], [Na+], O=C([O-])[O-]. Product: Cc1ccc(OCc2ccccc2)cc1-c1cc(Cl)nc(N)n1. Reaction SMILES: [CH2:1]([c:2]1[cH:3][cH:4][cH:5][cH:6][cH:7]1)[O:8][c:9]1[cH:10][cH:11][c:12]([CH3:23])[c:13]([B:15]2[O:16][CH2:17][C:18]([CH3:19])([CH3:20])[CH2:21][O:22]2)[cH:14]1.[CH2:33]([CH2:34][O:35][CH3:36])[O:37][CH3:38].[CH3:45][CH2:46][O:47][C:48](=[O:49])[CH3:50].[NH2:24][c:25]1[n:26][c:27]([Cl:32])[cH:28][c:29]([Cl:31])[n:30]1.[Na+:39].[Na+:40].[O-:41][C:42](=[O:43])[O-:44]>>[CH2:1]([c:2]1[cH:3][cH:4][cH:5][cH:6][cH:7]1)[O:8][c:9]1[cH:10][cH:11][c:12]([CH3:23])[c:13](-[c:29]2[cH:28][c:27]([Cl:32])[n:26][c:25]([NH2:24])[n:30]2)[cH:14]1. The product is Cl.BrC=1C=C2C(=C3N(C2=CC1)CCC(C3N3CCCC3)(C)C)C (2-Bromo-6,7,8,9-tetrahydro-8,8,10-trimethyl-9-(1-pyrrolidinyl)-pyrido[1,2-a]indole Hydrochloride). Isolated yield 44.6%. Run in N1=CC=CC=C1 (pyridine). Starting materials: BrC=1C=C2C(=C3N(C2=CC1)CCC(C3O)(C)C)C (2-bromo-6,7,8,9-tetrahydro-8,8,10-trimethylpyrido[1,2-a]indol-9-ol), CS(=O)(=O)Cl (methanesulfonyl chloride), N1CCCC1 (pyrrolidine), N1CCCC1 (pyrrolidine). Reaction SMILES: [Br:1][C:2]1[CH:3]=[C:4]2[C:8](=[CH:9][CH:10]=1)[N:7]1[CH2:11][CH2:12][C:13]([CH3:17])([CH3:16])[CH:14](O)[C:6]1=[C:5]2[CH3:18].CS([Cl:23])(=O)=O.[NH:24]1[CH2:28][CH2:27][CH2:26][CH2:25]1>N1C=CC=CC=1>[ClH:23].[Br:1][C:2]1[CH:3]=[C:4]2[C:8](=[CH:9][CH:10]=1)[N:7]1[CH2:11][CH2:12][C:13]([CH3:17])([CH3:16])[CH:14]([N:24]3[CH2:28][CH2:27][CH2:26][CH2:25]3)[C:6]1=[C:5]2[CH3:18] |f:4.5|. Conditions: temperature 0 celsius, time 60 minute. Procedure: To a solution of 2-bromo-6,7,8,9-tetrahydro-8,8,10-trimethylpyrido[1,2-a]indol-9-ol (616 mg, 2 mmol) in anhydrous pyridine (10 mL) was added methanesulfonyl chloride (458 mg, 4 mmol) at room temperature. The reaction mixture was stirred for 60 minutes, cooled to 0° C., and distilled pyrrolidine (852 mg, 12 mmol) was added. Stirring was continued at room temperature for 2 hours, and then at 40° C. for 30 minutes. After adding a second portion of pyrrolidine (852 mg), the mixture was stirred at am...